From a dataset of the Open Reaction Database (ORD), a public repository of structured organic reaction records. describe an organic reaction: reactants, conditions, products, and yield The reactants are COC1=CC=C(OC=2C=C3C=NNC3=CC2)C=C1 (5-(4-methoxy-phenoxy)-1H-indazole), [H-].[Na+] (sodium hydride), FC1=CC=C(C#N)C=C1 (4-fluorobenzonitrile). Run in O (water), CN(C=O)C (dimethylformamide). Reaction conditions: time 10 minute. The product is COC1=CC=C(OC=2C=C3C=NN(C3=CC2)C2=CC=C(C#N)C=C2)C=C1 (4-[5-(4-Methoxy-phenoxy)-indazol-1-yl]-benzonitrile). RXN SMILES: [CH3:1][O:2][C:3]1[CH:18]=[CH:17][C:6]([O:7][C:8]2[CH:9]=[C:10]3[C:14](=[CH:15][CH:16]=2)[NH:13][N:12]=[CH:11]3)=[CH:5][CH:4]=1.[H-].[Na+].F[C:22]1[CH:29]=[CH:28][C:25]([C:26]#[N:27])=[CH:24][CH:23]=1>CN(C)C=O.O>[CH3:1][O:2][C:3]1[CH:18]=[CH:17][C:6]([O:7][C:8]2[CH:9]=[C:10]3[C:14](=[CH:15][CH:16]=2)[N:13]([C:22]2[CH:29]=[CH:28][C:25]([C:26]#[N:27])=[CH:24][CH:23]=2)[N:12]=[CH:11]3)=[CH:5][CH:4]=1 |f:1.2|. Procedure details: To a solution of 5-(4-methoxy-phenoxy)-1H-indazole (0.20 grams, 0.83 mmol) in 1 mL of dimethylformamide was added sodium hydride (0.040 grams of a 60% dispersion in mineral oil, 1.0 mmol). After shaking at room temperature for 10 minutes, the mixture was treated with 4-fluorobenzonitrile (0.11 grams, 0.9 mmol). The mixture was heated to 50° C. for 6 hours. After cooling to room temperature, the mixture was diluted with water and was extracted 3 times with ethyl acetate. The combined organic laye... The reactants are C=O (formaldehyde), [Si](O)(O)(O)O.C1(=CC=CC=C1)O (phenol silicate). Conditions: time 50 minute. The product is [Si](O)(O)(O)O.C1(=CC=CC=C1)O.C=O (formaldehyde phenol silicate). Reaction SMILES: [CH2:1]=[O:2].[Si:3]([OH:7])([OH:6])([OH:5])[OH:4].[C:8]1([OH:14])[CH:13]=[CH:12][CH:11]=[CH:10][CH:9]=1>>[Si:3]([OH:7])([OH:6])([OH:5])[OH:4].[C:8]1([OH:14])[CH:13]=[CH:12][CH:11]=[CH:10][CH:9]=1.[CH2:1]=[O:2] |f:1.2,3.4.5|. Procedure details: An aqueous solution of formaldehyde is added to the phenol silicate granules in the ratio of 1 to 1 mols, then heated to 65 degrees to 100 degrees C. while agitating for 10 to 90 minutes or until the desired viscosity is obtained, thereby producing a reddish colored poly (formaldehyde phenol silicate) resinous product. As a reaction SMILES: [BH4-:1].[CH2:41]([Cl:42])[Cl:43].[CH3:39][OH:40].[Na+:2].[Ni:45]([Cl:46])[Cl:47].[OH2:44].[c:3]1([CH2:9][N:10]([c:11]2[n:12][c:13]3[c:18]([c:19]([NH:24][CH2:25][c:26]4[cH:27][cH:28][cH:29][cH:30][cH:31]4)[c:20]2[N+:21]([O-:22])=[O:23])[CH2:17][CH2:16][CH2:15][CH2:14]3)[CH2:32][c:33]2[cH:34][cH:35][cH:36][cH:37][cH:38]2)[cH:4][cH:5][cH:6][cH:7][cH:8]1>>[c:3]1([CH2:9][N:10]([c:11]2[n:12][c:13]3[c:18]([c:19]([NH:24][CH2:25][c:26]4[cH:27][cH:28][cH:29][cH:30][cH:31]4)[c:20]2[NH2:21])[CH2:17][CH2:16][CH2:15][CH2:14]3)[CH2:32][c:33]2[cH:34][cH:35][cH:36][cH:37][cH:38]2)[cH:4][cH:5][cH:6][cH:7][cH:8]1. The reactants are [BH4-], ClCCl, CO, [Na+], Cl[Ni]Cl, O, O=[N+]([O-])c1c(N(Cc2ccccc2)Cc2ccccc2)nc2c(c1NCc1ccccc1)CCCC2. The product is Nc1c(N(Cc2ccccc2)Cc2ccccc2)nc2c(c1NCc1ccccc1)CCCC2. The reactants are ClC=1C(C(=C(C(C1Cl)=O)C#N)C#N)=O (2,3 dichloro-5,6-dicyanobenzoquinone), FC1=CC=C(C=C1)C1=C(C(SC1C1=CC=CC=C1)C(C)C)C(=O)OCC (4 -(4-fluorophenyl)-2,5-dihydro-2isopropyl-5-phenyl-3-thiophenecarboxylic acid, ethyl ester). The solvent is C(Cl)Cl (methylene chloride), C(Cl)Cl (methylene chloride). Reaction conditions: time 24 hour. Yields the product FC1=CC=C(C=C1)C=1C(=C(SC1C1=CC=CC=C1)C(C)C)C(=O)OCC (4-(4-fluorophenyl)-2-isopropyl-5-phenyl-3-thiophenecarboxylic acid, ethyl ester). Yield: 104.3%. Reaction SMILES: ClC1C(=O)C(C#N)=C(C#N)C(=O)C=1Cl.[F:15][C:16]1[CH:21]=[CH:20][C:19]([C:22]2[CH:26]([C:27]3[CH:32]=[CH:31][CH:30]=[CH:29][CH:28]=3)[S:25][CH:24]([CH:33]([CH3:35])[CH3:34])[C:23]=2[C:36]([O:38][CH2:39][CH3:40])=[O:37])=[CH:18][CH:17]=1>C(Cl)Cl>[F:15][C:16]1[CH:21]=[CH:20][C:19]([C:22]2[C:23]([C:36]([O:38][CH2:39][CH3:40])=[O:37])=[C:24]([CH:33]([CH3:35])[CH3:34])[S:25][C:26]=2[C:27]2[CH:32]=[CH:31][CH:30]=[CH:29][CH:28]=2)=[CH:18][CH:17]=1. Reported procedure: To a suspension of 25 g of 2,3 dichloro-5,6-dicyanobenzoquinone in 1 liter of methylene chloride at room temperature was added slowly a solution of 40 g of the dihydrothiophene carboxylate of Step 5, above, in 125 ml of methylene chloride. The mixture was stirred at room temperature for 24 hours, filtered, and the filtrate was washed with 10% aqueous sodium bicarbonate solution. The organic phase was separated and the solvent was removed under reduced pressure. The residue was filtered through a... Starting materials: CCO, [Ca+2], [Cl-], [Cl-], Cc1cc(C(C)(C)C)cc(C)c1[N+](=O)[O-], O, [Zn]. The product is Cc1cc(C(C)(C)C)cc(C)c1N. As a reaction SMILES: [CH3:19][CH2:20][OH:21].[Ca+2:17].[Cl-:16].[Cl-:18].[N+:1]([O-:2])(=[O:3])[c:4]1[c:5]([CH3:15])[cH:6][c:7]([C:11]([CH3:12])([CH3:13])[CH3:14])[cH:8][c:9]1[CH3:10].[OH2:22].[Zn:23]>>[NH2:1][c:4]1[c:5]([CH3:15])[cH:6][c:7]([C:11]([CH3:12])([CH3:13])[CH3:14])[cH:8][c:9]1[CH3:10].